Task: describe an organic reaction: reactants, conditions, products, and yield. Dataset: the Open Reaction Database (ORD), a public repository of structured organic reaction records The reactants are [Li]C, [Cl-], CN1CC2Cc3ccc(Cl)cc3C(=O)C2C1, [NH4+], C1CCOC1, O. The product is CN1CC2Cc3ccc(Cl)cc3C(C)(O)C2C1. Reaction SMILES: [CH3:17][Li:18].[Cl-:19].[Cl:1][c:2]1[cH:3][c:4]2[c:5]([cH:15][cH:16]1)[CH2:6][CH:7]1[CH2:8][N:9]([CH3:14])[CH2:10][CH:11]1[C:12]2=[O:13].[NH4+:20].[O:22]1[CH2:23][CH2:24][CH2:25][CH2:26]1.[OH2:21]>>[Cl:1][c:2]1[cH:3][c:4]2[c:5]([cH:15][cH:16]1)[CH2:6][CH:7]1[CH2:8][N:9]([CH3:14])[CH2:10][CH:11]1[C:12]2([OH:13])[CH3:17]. Reported procedure: A solution of 1-(5-aminoindolin-1-yl)ethanone (Aldrich, 865 mg; 4.91 mmol) in HCl (2.1 M, 2.95 mL) was treated with sodium nitrite (358 mg; 5.18 mmol) and the mixture was stirred at 0° C. for 3 hours. The solution was neutralized with sodium carbonate (3.12 g; 29.43 mmol) and the resulting mixture was added to a suspension of sodium cyanide (519 mg; 10.6 mmol) and copper cyanide (467 mg; 5.21 mmol) in water (4 mL) at 0° C. The resulting suspension was heated to 50° C., stirred for 30 minutes, co... Yields the product C(C)(=O)N1CCC2=CC(=CC=C12)C#N (1-acetoylindoline-5-carbonitrile). The solvent is Cl (HCl), O (water). Starting materials: C([O-])([O-])=O.[Na+].[Na+] (sodium carbonate), NC=1C=C2CCN(C2=CC1)C(C)=O (1-(5-aminoindolin-1-yl)ethanone), N(=O)[O-].[Na+] (sodium nitrite), [C-]#N.[Na+] (sodium cyanide), [Cu](C#N)C#N (copper cyanide). RXN SMILES: N[C:2]1[CH:3]=[C:4]2[C:8](=[CH:9][CH:10]=1)[N:7]([C:11](=[O:13])[CH3:12])[CH2:6][CH2:5]2.N([O-])=O.[Na+].C(=O)([O-])[O-].[Na+].[Na+].[C-]#N.[Na+].[Cu](C#N)[C:28]#[N:29]>Cl.O>[C:11]([N:7]1[C:8]2[C:4](=[CH:3][C:2]([C:28]#[N:29])=[CH:10][CH:9]=2)[CH2:5][CH2:6]1)(=[O:13])[CH3:12] |f:1.2,3.4.5,6.7|. Conditions: temperature 0 celsius, time 3 hour. Reactants: ClC1=C(C(=O)Cl)C=CC(=C1)[N+](=O)[O-] (2-chloro-4-nitrobenzoyl chloride), ClC1=C(C(=O)Cl)C=C(C=C1)Cl (2,5-dichlorobenzoyl chloride), ClC=1C=C(C(=O)Cl)C=C(C1)Cl (3,5-dichlorobenzoyl chloride), BrC=1C=C(C(=O)Cl)C=CC1C (3-bromo-4-methylbenzoyl chloride), FC1=C(C(=O)Cl)C(=CC=C1)F (2,6-difluorobenzoyl chloride), C1(=CC=CC2=CC=CC=C12)C(=O)Cl (naphthoyl chloride). Product: ClC=1C=C(C(=O)Cl)C=CC1Cl (3,4-dichlorobenzoyl chloride). As a reaction SMILES: [Cl:1]C1C=C([N+]([O-])=O)C=CC=1C(Cl)=O.BrC1C=C(C=CC=1C)C(Cl)=O.FC1C=CC=C(F)C=1C(Cl)=O.Cl[C:37]1[CH:45]=[CH:44][C:43]([Cl:46])=[CH:42][C:38]=1[C:39]([Cl:41])=[O:40].ClC1C=C(C=C(Cl)C=1)C(Cl)=O.C1(C(Cl)=O)C2C(=CC=CC=2)C=CC=1>>[Cl:46][C:43]1[CH:42]=[C:38]([CH:37]=[CH:45][C:44]=1[Cl:1])[C:39]([Cl:41])=[O:40]. Procedure details: Similarly, substituting 2-chloro-4-nitrobenzoyl chloride, 3-bromo-4-methylbenzoyl chloride, 2,6-difluorobenzoyl chloride, 2,5-dichlorobenzoyl chloride, 3,5-dichlorobenzoyl chloride or naphthoyl chloride, for 3,4-dichlorobenzoyl chloride, yields respectively: 2-chloro-4-nitrobenzoic acid, 2-(tert)-butylhydrazide; 3-bromo-4-methylbenzoic acid, 2-(tert)-butylhydrazide; mp 95°-97° C.; 2,5-dichlorobenzoic acid 2-(tert)-butylhydrazide and 3,5dichlorobenzoic acid, 2-(tert)-butylhydrazide, mp 163°-165° ... Reactants: BrCC(=O)C1=CC=C(C=C1)I (2-bromo-1-(4-iodophenyl)ethanone), C1(C=2C(C(N1)=O)=CC=CC2)=O.[K] (potassium phthalimide). Solvent: CN(C)C=O (DMF). Run at time 4 hour. Product: IC1=CC=C(C=C1)C(CN1C(C2=CC=CC=C2C1=O)=O)=O (2-[2-(4-iodophenyl)-2-oxoethyl]isoindole-1,3-dione). The yield is 100.7%. As a reaction SMILES: Br[CH2:2][C:3]([C:5]1[CH:10]=[CH:9][C:8]([I:11])=[CH:7][CH:6]=1)=[O:4].[C:12]1(=[O:22])[NH:16][C:15](=[O:17])[C:14]2=[CH:18][CH:19]=[CH:20][CH:21]=[C:13]12.[K]>CN(C=O)C>[I:11][C:8]1[CH:9]=[CH:10][C:5]([C:3](=[O:4])[CH2:2][N:16]2[C:12](=[O:22])[C:13]3[C:14](=[CH:18][CH:19]=[CH:20][CH:21]=3)[C:15]2=[O:17])=[CH:6][CH:7]=1 |f:1.2,^1:22|. Procedure details: A 500 ml round-bottomed flask is charged with 66 g of 2-bromo-1-(4-iodophenyl)ethanone in 140 ml of DMF and 38 g of potassium phthalimide. The mixture is stirred at RT for 4 h and the precipitate formed is filtered off on a glass frit and washed with 3 times 50 ml of isopropyl ether. Drying under RP gives 80 g of 2-[2-(4-iodophenyl)-2-oxoethyl]isoindole-1,3-dione in the form of a white solid, which is used as it is in the following step. MS (E/I): m/z=391 (M+); 1H NMR: 5.21 (s, 2H); 7.84 (d, J=8...